From a dataset of the Open Reaction Database (ORD), a public repository of structured organic reaction records. describe an organic reaction: reactants, conditions, products, and yield Reactants: CCCCCC.C(C)(=O)OCC (hexane ethyl acetate), O[C@H]1CC([C@]2(C)[C@@H]1[C@@H]1CCC3=C(C(CC[C@]3(C)[C@H]1CC2)=O)C)=O (15α-hydroxy-4-methylandrost-4-ene-3,17-dione). The product is crude product, C(C)(=O)O[C@H]1CC([C@]2(C)[C@@H]1[C@@H]1CCC3=C(C(CC[C@]3(C)[C@H]1CC2)=O)C)=O (15α-acetoxy-4-methylandrost-4-ene-3,17-dione). Reaction SMILES: [OH:1][C@@H:2]1[C@H:7]2[C@H:8]3[C@H:18]([CH2:19][CH2:20][C@:5]2([CH3:6])[C:4](=[O:23])[CH2:3]1)[C@:16]1([CH3:17])[C:11](=[C:12]([CH3:22])[C:13](=[O:21])[CH2:14][CH2:15]1)[CH2:10][CH2:9]3.CCCCCC.[C:30](OCC)(=[O:32])[CH3:31]>>[C:30]([O:1][C@@H:2]1[C@H:7]2[C@H:8]3[C@H:18]([CH2:19][CH2:20][C@:5]2([CH3:6])[C:4](=[O:23])[CH2:3]1)[C@:16]1([CH3:17])[C:11](=[C:12]([CH3:22])[C:13](=[O:21])[CH2:14][CH2:15]1)[CH2:10][CH2:9]3)(=[O:32])[CH3:31] |f:1.2|. Reported procedure: 4.2 g of 15α-hydroxy-4-methylandrost-4-ene-3,17-dione is acetylated analogously to Example 1(a). Chromatography of the crude product on silica gel with a hexane-ethyl acetate gradient yields 3.9 g of 15α-acetoxy-4-methylandrost-4-ene-3,17-dione. Starting materials: CN1CCNCC1, O, O=C(Cl)Cc1ccc(CCNS(=O)(=O)c2ccccc2)cc1, c1ccncc1. Yields the product O=C(O)Cc1ccc(CCNS(=O)(=O)c2ccccc2)cc1. RXN SMILES: [CH3:1][N:2]1[CH2:3][CH2:4][NH:5][CH2:6][CH2:7]1.[OH2:36].[c:14]1([S:20](=[O:21])(=[O:22])[NH:23][CH2:24][CH2:25][c:26]2[cH:27][cH:28][c:29]([CH2:32][C:33](=[O:34])[Cl:35])[cH:30][cH:31]2)[cH:15][cH:16][cH:17][cH:18][cH:19]1.[cH:8]1[cH:9][cH:10][n:11][cH:12][cH:13]1>>[c:14]1([S:20](=[O:21])(=[O:22])[NH:23][CH2:24][CH2:25][c:26]2[cH:27][cH:28][c:29]([CH2:32][C:33]([OH:34])=[O:36])[cH:30][cH:31]2)[cH:15][cH:16][cH:17][cH:18][cH:19]1. Starting materials: C(C)(=O)O (acetic acid), C(=O)O (formic acid), C(C)OC1=CC=C(C=C1)C=1C=CC2=C(C=C(CCN2)C(=O)OC)C1 (methyl 7-(4-ethoxyphenyl)-2,3-dihydro-1H-1-benzazepine-4-carboxylate). The solvent is C1CCOC1 (THF), C1CCOC1 (THF). Run at temperature 50 celsius, time 2 hour. Product: C(C)OC1=CC=C(C=C1)C=1C=CC2=C(C=C(CCN2C=O)C(=O)OC)C1 (methyl 7-(4-ethoxyphenyl)-1-formyl-2,3-dihydro-1H-1-benzazepine-4-carboxylate). As a reaction SMILES: [C:1](O)(=[O:3])C.C(O)=O.[CH2:8]([O:10][C:11]1[CH:16]=[CH:15][C:14]([C:17]2[CH:18]=[CH:19][C:20]3[NH:26][CH2:25][CH2:24][C:23]([C:27]([O:29][CH3:30])=[O:28])=[CH:22][C:21]=3[CH:31]=2)=[CH:13][CH:12]=1)[CH3:9]>C1COCC1>[CH2:8]([O:10][C:11]1[CH:12]=[CH:13][C:14]([C:17]2[CH:18]=[CH:19][C:20]3[N:26]([CH:1]=[O:3])[CH2:25][CH2:24][C:23]([C:27]([O:29][CH3:30])=[O:28])=[CH:22][C:21]=3[CH:31]=2)=[CH:15][CH:16]=1)[CH3:9]. Reported procedure: To anhydrous acetic acid (0.18 ml) was added dropwise formic acid (0.09 ml) under ice-cooling, and the mixture was stirred under nitrogen atmosphere at 50° C. for 2 hours. To the mixture was added THF (2 ml) and then was added dropwise, under ice-cooling a solution of methyl 7-(4-ethoxyphenyl)-2,3-dihydro-1H-1-benzazepine-4-carboxylate (0.25 g) in THF (15 ml), and the mixture was stirred at room temperature for 4 hours. The solvent was evaporated, and to the residue was added water. The mixture ... The reactants are C(C)(=O)C=1C=C(C=CC1[N+](=O)[O-])Br (3-acetyl-4-nitro-bromobenzene), [BH4-].[Na+] (sodium borohydride). The solvent is O (water), solvent. Run at time 2 hour. Yields the product BrC=1C=CC(=C(C1)C(C)O)[N+](=O)[O-] (1-(5-bromo-2-nitrophenyl)ethanol). The yield is 71.0%. Reaction SMILES: [C:1]([C:4]1[CH:5]=[C:6]([Br:13])[CH:7]=[CH:8][C:9]=1[N+:10]([O-:12])=[O:11])(=[O:3])[CH3:2].[BH4-].[Na+]>O>[Br:13][C:6]1[CH:7]=[CH:8][C:9]([N+:10]([O-:12])=[O:11])=[C:4]([CH:1]([OH:3])[CH3:2])[CH:5]=1 |f:1.2|. Reported procedure: 10 mmol of 3-acetyl-4-nitro-bromobenzene was placed in a 100 mL two-neck round-bottomed flask and dissolved in 30 mL of a solvent (ether), and then sodium borohydride was slowly added dropwise thereto in an ice bath. The reaction mixture was stirred at room temperature for 2 hours. After the completion of the reaction was confirmed by TLC, 5 mL of water was added to terminate the reaction and the precipitate was filtered off. The filtrate was washed twice with 30 mL of a sodium chloride solution... Starting materials: ClC1=CC(=C(C=C1OC)C(=O)C=1C(=NC=CC1OC1=CC=C(C=C1)Cl)CCC)F ([4-chloro-2-fluoro-5-methoxyphenyl][4-(4-chlorophenoxy)-2-propylpyridin-3-yl]methanone), CNN (methylhydrazine), C(C)(=O)OCC (ethyl acetate). Run in CS(=O)C (DMSO). Yields the product ClC1=C(C=C2C(=NN(C2=C1)C)C=1C(=NC(=CC1)OC1=CC=C(C=C1)Cl)CCC)OC (6-chloro-3-[6-(4-chlorophenoxy)-2-propylpyridin-3-yl]-5-methoxy-1-methyl-1H-indazole). Reaction SMILES: [Cl:1][C:2]1[C:7]([O:8][CH3:9])=[CH:6][C:5]([C:10]([C:12]2[C:13]([CH2:26][CH2:27][CH3:28])=[N:14][CH:15]=[CH:16][C:17]=2OC2C=CC(Cl)=CC=2)=O)=[C:4](F)[CH:3]=1.[CH3:30][NH:31][NH2:32].C([O:36][CH2:37][CH3:38])(=O)C>CS(C)=O>[Cl:1][C:2]1[CH:3]=[C:4]2[C:5]([C:10]([C:12]3[C:13]([CH2:26][CH2:27][CH3:28])=[N:14][C:15]([O:36][C:37]4[CH:38]=[CH:7][C:2]([Cl:1])=[CH:3][CH:4]=4)=[CH:16][CH:17]=3)=[N:32][N:31]2[CH3:30])=[CH:6][C:7]=1[O:8][CH3:9]. Procedure: A solution of the ketone from Step 7 of Example 12 (0.86 g, 2.0 mmol) and methylhydrazine (0.18 g, 4.0 mmol) in DMSO (10 mL) was heated at 80° C. for 1 h. The mixture was diluted with ethyl acetate, washed with water and dried over magnesium sulfate. After removal of the solvent, the residue was purified by chromatography on silica gel to give the title product. Reaction SMILES: [NH2:1][CH2:2][C:3]1[CH:4]=[N:5][CH:6]=[C:7](Br)[CH:8]=1.[F:10][C:11]1[CH:20]=[C:19]2[C:14]([CH2:15][CH2:16][C:17](=[O:22])[N:18]2[CH3:21])=[CH:13][C:12]=1B1OC(C)(C)C(C)(C)O1>>[NH2:1][CH2:2][C:3]1[CH:8]=[C:7]([C:12]2[CH:13]=[C:14]3[C:19](=[CH:20][C:11]=2[F:10])[N:18]([CH3:21])[C:17](=[O:22])[CH2:16][CH2:15]3)[CH:6]=[N:5][CH:4]=1. The reactants are NCC=1C=NC=C(C1)Br (3-aminomethyl-5-bromopyridine), FC1=C(C=C2CCC(N(C2=C1)C)=O)B1OC(C(O1)(C)C)(C)C (7-fluoro-1-methyl-6-(4,4,5,5-tetramethyl-[1,3,2]dioxaborolan-2-yl)-3,4-dihydro-1H-quinolin-2-one). Product: NCC=1C=C(C=NC1)C=1C=C2CCC(N(C2=CC1F)C)=O (6-(5-Aminomethyl-pyridin-3-yl)-7-fluoro-1-methyl-3,4-dihydro-1H-quinolin-2-one). Reported procedure: In analogy to the procedure described for the preparation of example 45, reaction of 3-aminomethyl-5-bromopyridine and 7-fluoro-1-methyl-6-(4,4,5,5-tetramethyl-[1,3,2]dioxaborolan-2-yl)-3,4-dihydro-1H-quinolin-2-one (intermediate A-22) gave the title compound as a light yellow solid. MS: 286.7 (M+H+). The reactants are C(C)(C)(C)OC(=O)N[C@@H](C(=O)O)C(C)(C)C ((R)-2-(tert-butoxycarbonylamino)-3,3-dimethylbutanoic acid), Cl.CN (methylamine hydrochloride), CN(C)C(=[N+](C)C)ON1C2=C(C=CC=C2)N=N1.[B-](F)(F)(F)F (TBTU), CCN(C(C)C)C(C)C (DIEA). Run in C(C)#N (acetonitrile). Conditions: time 20 minute. The product is CC([C@H](C(=O)NC)NC(OC(C)(C)C)=O)(C)C ((R)-tert-butyl 3,3-dimethyl-1-(methylamino)-1-oxobutan-2-ylcarbamate). Isolated yield 77.7%. Reaction SMILES: [C:1]([O:5][C:6]([NH:8][C@H:9]([C:13]([CH3:16])([CH3:15])[CH3:14])[C:10](O)=[O:11])=[O:7])([CH3:4])([CH3:3])[CH3:2].Cl.CN.C[CH2:21][N:22](C(C)C)C(C)C.CN(C(ON1N=NC2C=CC=CC1=2)=[N+](C)C)C.[B-](F)(F)(F)F>C(#N)C>[CH3:14][C:13]([CH3:16])([CH3:15])[C@@H:9]([NH:8][C:6](=[O:7])[O:5][C:1]([CH3:4])([CH3:3])[CH3:2])[C:10]([NH:22][CH3:21])=[O:11] |f:1.2,4.5|. Procedure: To a cold solution of (R)-2-(tert-butoxycarbonylamino)-3,3-dimethylbutanoic acid (0.50 g, 2.16 mmol) in acetonitrile (8 mL) was added methylamine hydrochloride (0.48 g, 7.13 mmol), followed by DIEA (1.67 g, 12.9 mmol). The resulting mixture was stirred for 20 min and TBTU (0.76 g, 2.37 mmol) was added and the stiffing continued overnight. The mixture was concentrated, diluted with EtOAc (30 mL) and washed successively with aqueous 5% KHSO4, saturated NaHCO3 solution and brine, dried over anhydro...